Dataset: the Open Reaction Database (ORD), a public repository of structured organic reaction records. Task: describe an organic reaction: reactants, conditions, products, and yield The reactants are C(C(=O)Cl)(=O)Cl (Oxalyl chloride), solution, C(C(=O)Cl)(=O)Cl (oxalyl chloride), CC(=O)C (acetone), C(=O)=O (dry ice), N1=CC=C(C=C1)CCCCO (4-(4-pyridyl)-butan-1-ol). Solvent: C(Cl)Cl (methylene chloride), C(C)N(CC)CC (triethylamine), C(C)(=O)OCC (ethyl acetate), C(Cl)Cl (methylene chloride), CS(=O)C (DMSO), C(Cl)Cl (methylene chloride). Reaction conditions: temperature -78 celsius, time 3 minute. Product: N1=CC=C(C=C1)CCCC=O (4-(Pyridin-4-yl)butyraldehyde). Reaction SMILES: C(Cl)(=O)C(Cl)=O.C(=O)=O.CC(C)=O.[N:14]1[CH:19]=[CH:18][C:17]([CH2:20][CH2:21][CH2:22][CH2:23][OH:24])=[CH:16][CH:15]=1>C(Cl)Cl.C(OCC)(=O)C.C(N(CC)CC)C.CS(C)=O>[N:14]1[CH:19]=[CH:18][C:17]([CH2:20][CH2:21][CH2:22][CH:23]=[O:24])=[CH:16][CH:15]=1. Procedure details: Oxalyl chloride (1.45 mL of a 2M solution in dry methylene chloride) was placed in an oven-dried flask and cooled to -78° C. using a dry ice and acetone cooling bath and a solution of DMSO (0.413 mL) in dry methylene chloride (1 mL) added drop by drop to the oxalyl chloride over 3 minutes and stirred for a further 3 minutes. A solution of 4-(4-pyridyl)-butan-1-ol (400 mg) in dry methylene chloride (5 mL) was added to the reaction flask over approx. 3 minutes and the reaction stirred for 15 minut... The reactants are OCCCBr, CC(C)(C)c1cccc(C(C)(C)C)n1, ClCCl, O=S(=O)(OS(=O)(=O)C(F)(F)F)C(F)(F)F, C[N+](=O)[O-], CN(C1CCC(CO)CC1)S(=O)(=O)c1ccc(C(F)(F)F)cc1. The product is CN(C1CCC(COCCCBr)CC1)S(=O)(=O)c1ccc(C(F)(F)F)cc1. Reaction SMILES: [Br:1][CH2:2][CH2:3][CH2:4][OH:5].[C:6]([c:7]1[cH:8][cH:9][cH:10][c:11]([C:12]([CH3:13])([CH3:14])[CH3:15])[n:16]1)([CH3:17])([CH3:18])[CH3:19].[Cl:58][CH2:59][Cl:60].[F:20][C:21]([F:22])([F:23])[S:24]([O:25][S:26]([C:27]([F:28])([F:29])[F:30])(=[O:31])=[O:32])(=[O:33])=[O:34].[N+:61]([CH3:62])([O-:63])=[O:64].[OH:35][CH2:36][CH:37]1[CH2:38][CH2:39][CH:40]([N:43]([S:44](=[O:45])(=[O:46])[c:47]2[cH:48][cH:49][c:50]([C:53]([F:54])([F:55])[F:56])[cH:51][cH:52]2)[CH3:57])[CH2:41][CH2:42]1>>[Br:1][CH2:2][CH2:3][CH2:4][O:5][CH2:36][CH:37]1[CH2:38][CH2:39][CH:40]([N:43]([S:44](=[O:45])(=[O:46])[c:47]2[cH:48][cH:49][c:50]([C:53]([F:54])([F:55])[F:56])[cH:51][cH:52]2)[CH3:57])[CH2:41][CH2:42]1. Starting materials: C([O-])([O-])=O.[K+].[K+] (potassium carbonate), Cl.Cl.N1CCC(CC1)N1C(NC2=NC=CC=C21)=O (1-piperidin-4-yl-1,3-dihydro-imidazo[4,5-b]pyridin-2-one dihydrochloride), ClC1=NC=CC(=C1)C(=O)N1CCC2=CC(=CC=C12)F ((2-chloropyridin-4-yl)-(5-fluoro-2,3-dihydro-indol-1-yl)-methanone), CCN(C(C)C)C(C)C (DIPEA). Solvent: CN1C(CCC1)=O (N-methylpyrrolidone), O (water). Conditions: temperature 130 celsius, time 6 hour. Product: FC=1C=C2CCN(C2=CC1)C(=O)C1=CC(=NC=C1)N1CCC(CC1)N1C(NC2=NC=CC=C21)=O (1-[4′-(5-fluoro-2,3-dihydroindole-1-carbonyl)-3,4,5,6-tetrahydro-2H-[1.2′]bipyridinyl-4-yl]-1,3-dihydroimidazo[4,5-b]pyridin-2-one). As a reaction SMILES: Cl.Cl.[NH:3]1[CH2:8][CH2:7][CH:6]([N:9]2[C:17]3[C:12](=[N:13][CH:14]=[CH:15][CH:16]=3)[NH:11][C:10]2=[O:18])[CH2:5][CH2:4]1.Cl[C:20]1[CH:25]=[C:24]([C:26]([N:28]2[C:36]3[C:31](=[CH:32][C:33]([F:37])=[CH:34][CH:35]=3)[CH2:30][CH2:29]2)=[O:27])[CH:23]=[CH:22][N:21]=1.CCN(C(C)C)C(C)C.C(=O)([O-])[O-].[K+].[K+]>CN1CCCC1=O.O>[F:37][C:33]1[CH:32]=[C:31]2[C:36](=[CH:35][CH:34]=1)[N:28]([C:26]([C:24]1[CH:25]=[CH:20][N:21]=[C:22]([N:3]3[CH2:4][CH2:5][CH:6]([N:9]4[C:17]5[C:12](=[N:13][CH:14]=[CH:15][CH:16]=5)[NH:11][C:10]4=[O:18])[CH2:7][CH2:8]3)[CH:23]=1)=[O:27])[CH2:29][CH2:30]2 |f:0.1.2,5.6.7|. Procedure details: 232 mg (0.8 mmol) 1-piperidin-4-yl-1,3-dihydro-imidazo[4,5-b]pyridin-2-one dihydrochloride were added to 220 mg (0.80 mmol) (2-chloropyridin-4-yl)-(5-fluoro-2,3-dihydro-indol-1-yl)-methanone and 0.52 mL (3.00 mmol) DIPEA in 3.0 mL N-methylpyrrolidone. The reaction mixture was stirred for 6 h at 130° C. After 4 h 400 mg potassium carbonate were added and the reaction mixture was stirred for a further 24 h at 130° C. Then the mixture was poured onto 100 mL water and extracted with EtOAc (3×100 mL)...